Dataset: the Open Reaction Database (ORD), a public repository of structured organic reaction records. Task: describe an organic reaction: reactants, conditions, products, and yield Reactants: [BH4-].[Na+] (Sodium borohydride), C(CCCCCCCCCCCCCC)(=O)C1=CC(=CN1)C(=O)OCC (ethyl 5-pentadecanoylpyrrole-3-carboxylate), Cl (hydrochloric acid), [OH-].[K+] (potassium hydroxide). Run in C(C)O (ethanol), C(C)O (ethanol), O (water). Conditions: time 16 hour. The product is C(=CCCCCCCCCCCCCC)C1=CC(=CN1)C(=O)O (5-(1-pentadecenyl)pyrrole-3-carboxylic acid). Yield: 56.1%. As a reaction SMILES: [BH4-].[Na+].[C:3]([C:19]1[NH:23][CH:22]=[C:21]([C:24]([O:26]CC)=[O:25])[CH:20]=1)(=O)[CH2:4][CH2:5][CH2:6][CH2:7][CH2:8][CH2:9][CH2:10][CH2:11][CH2:12][CH2:13][CH2:14][CH2:15][CH2:16][CH3:17].[OH-].[K+].Cl>C(O)C.O>[CH:3]([C:19]1[NH:23][CH:22]=[C:21]([C:24]([OH:26])=[O:25])[CH:20]=1)=[CH:4][CH2:5][CH2:6][CH2:7][CH2:8][CH2:9][CH2:10][CH2:11][CH2:12][CH2:13][CH2:14][CH2:15][CH2:16][CH3:17] |f:0.1,3.4|. Reported procedure: Sodium borohydride (500 mg, 13 mmol) was added to an ethanol solution (100 ml) of 4.59 g (13 mmol) of ethyl 5-pentadecanoylpyrrole-3-carboxylate prepared in the same manner as in Synthetic Example 4. The mixture was stirred at room temperature for 16 hours. After a removal of the ethanol under reduced pressure, the mixture was treated with water, extracted with ether, washed with water and dried over anhydrous magnesium sulfate. A removal of the solvent under reduced pressure quantitatively gave... Starting materials: CO (methanol), COC(C1=CC(=C(C(=C1)F)OCOC)Br)=O (3-bromo-5-fluoro-4-methoxymethoxybenzoic acid methyl ester), (1,1′-bis(diphenylphosphino)ferrocene)dichloropalladium(II), C[Zn]C (dimethylzinc). Run in O1CCOCC1 (dioxane), CCOCC (ether). Reaction conditions: temperature 120 celsius, time 3 hour. Product: COC(C1=CC(=C(C(=C1)C)OCOC)F)=O (3-Fluoro-4-methoxymethoxy-5-methylbenzoic acid methyl ester). As a reaction SMILES: [CH3:1][O:2][C:3](=[O:16])[C:4]1[CH:9]=[C:8]([F:10])[C:7]([O:11][CH2:12][O:13][CH3:14])=[C:6](Br)[CH:5]=1.[CH3:17][Zn]C.CO>O1CCOCC1.CCOCC>[CH3:1][O:2][C:3](=[O:16])[C:4]1[CH:5]=[C:6]([CH3:17])[C:7]([O:11][CH2:12][O:13][CH3:14])=[C:8]([F:10])[CH:9]=1. Procedure details: To a solution of 3-bromo-5-fluoro-4-methoxymethoxybenzoic acid methyl ester (301 mg) and (1,1′-bis(diphenylphosphino)ferrocene)dichloropalladium(II)(42 mg) in dioxane (5 mL) was added dimethylzinc (2M toluene solution) (2.1 mL). The mixture was stirred at 120° C. for 3 hours under heating and then cooled down to 0° C., and methanol (0.3 mL) was added thereto. The mixture was diluted with ether, washed with 1M hydrochloric acid and saturated brine, dried over anhydrous sodium sulfate and concentr... Reaction SMILES: [Cl:1][CH2:2][CH2:3][O:4][N:5]=[C:6]([C:12](=[O:14])[CH3:13])[C:7]([O:9][CH2:10][CH3:11])=[O:8].[Cl-:15]>C(O)(=O)C>[Cl:1][CH2:2][CH2:3][O:4][N:5]=[C:6]([C:12](=[O:14])[CH2:13][Cl:15])[C:7]([O:9][CH2:10][CH3:11])=[O:8]. The solvent is C(C)(=O)O (acetic acid). Isolated yield 70.4%. Yields the product ClCCON=C(C(=O)OCC)C(CCl)=O (Ethyl 2-(2-chloroethoxyimino)-3-oxo-4-chlorobutyrate). Procedure details: Ethyl 2-(2-chloroethoxyimino)-3-oxobutyrate (syn isomer, 83.6 g.), sulfury chloride (52.4 g.) and acetic acid (83.6 ml.) were treated in a similar manner to that of Example F-(2) to give Ethyl 2-(2-chloroethoxyimino)-3-oxo-4-chlorobutyrate (syn isomer, 68 g.), oil. Reactants: ClCCON=C(C(=O)OCC)C(C)=O (Ethyl 2-(2-chloroethoxyimino)-3-oxobutyrate), [Cl-] (chloride). The reactants are C(C)OCCN1C(=NC2=C1C=CC=C2)C2CCN(CC2)CCC2=CC=C(C=C2)C(C(=O)OCC)(C)C (ethyl 2-[4-(2-(4-(1-(2-ethoxyethyl)benzimidazole-2-yl)piperidine-1-yl)ethyl)phenyl]-2-methylpropanoate), [H-] (hydride), [Al] (aluminium), [H-].[Li+] (lithium hydride). The solvent is C1CCOC1 (THF), O (water). Conditions: time 4 hour. Yields the product C(C)OCCN1C(=NC2=C1C=CC=C2)C2CCN(CC2)CCC2=CC=C(C=C2)C(CO)(C)C (1-(2-ethoxyethyl)-2-[1-(2-(4-(1,1-dimethyl-2-hydroxyethyl)phenyl)ethyl)piperidine-4-yl]-1H-benzimidazole). Isolated yield 54.7%. Reaction SMILES: [Al].[H-].[Li+].[CH2:4]([O:6][CH2:7][CH2:8][N:9]1[C:13]2[CH:14]=[CH:15][CH:16]=[CH:17][C:12]=2[N:11]=[C:10]1[CH:18]1[CH2:23][CH2:22][N:21]([CH2:24][CH2:25][C:26]2[CH:31]=[CH:30][C:29]([C:32]([CH3:39])([CH3:38])[C:33](OCC)=[O:34])=[CH:28][CH:27]=2)[CH2:20][CH2:19]1)[CH3:5].[H-]>C1COCC1.O>[CH2:4]([O:6][CH2:7][CH2:8][N:9]1[C:13]2[CH:14]=[CH:15][CH:16]=[CH:17][C:12]=2[N:11]=[C:10]1[CH:18]1[CH2:23][CH2:22][N:21]([CH2:24][CH2:25][C:26]2[CH:27]=[CH:28][C:29]([C:32]([CH3:38])([CH3:39])[CH2:33][OH:34])=[CH:30][CH:31]=2)[CH2:20][CH2:19]1)[CH3:5] |f:1.2|. Procedure: 1 g of aluminium and lithium hydride was dissolved in 30 ml of THF and 3 g of ethyl 2-[4-(2-(4-(1-(2-ethoxyethyl)benzimidazole-2-yl)piperidine-1-yl)ethyl)phenyl]-2-methylpropanoate were added dropwise thereto. This was stirred for four hours at room temperature and some milliliters of water were added to eliminate excess hydride. The solution was filtered and the filtrate was washed with a saturated sodium chloride solution. This was dried and concentrated. The residue was redissolved in chlorof... Yields the product FC1=C(C#N)C=CC(=C1)C=1C=NC=2N(N1)C(=CN2)CC=2C=C1C=CC=NC1=CC2 (2-Fluoro-4-[7-(quinolin-6-ylmethyl)imidazo[1,2-b][1,2,4]triazin-2-yl]benzonitrile). The reagents and catalysts are [C-]#N.[Zn+2].[C-]#N (Zinc cyanide), C=1C=CC(=CC1)/C=C/C(=O)/C=C/C2=CC=CC=C2.C=1C=CC(=CC1)/C=C/C(=O)/C=C/C2=CC=CC=C2.C=1C=CC(=CC1)/C=C/C(=O)/C=C/C2=CC=CC=C2.[Pd].[Pd] (tris(dibenzylideneacetone)dipalladium(0)). Run at temperature 160 celsius. As a reaction SMILES: CC1(C)C2C=CC=C(P(C3C=CC=CC=3)C3C=CC=CC=3)C=2OC2C1=CC=CC=2P(C1C=CC=CC=1)C1C=CC=CC=1.[CH3:43][N:44](C)CCN(C)C.Br[C:52]1[CH:57]=[CH:56][C:55]([C:58]2[CH:59]=[N:60][C:61]3[N:62]([C:64]([CH2:67][C:68]4[CH:69]=[C:70]5[C:75](=[CH:76][CH:77]=4)[N:74]=[CH:73][CH:72]=[CH:71]5)=[CH:65][N:66]=3)[N:63]=2)=[CH:54][C:53]=1[F:78]>CN(C)C=O.[C-]#N.[Zn+2].[C-]#N.C1C=CC(/C=C/C(/C=C/C2C=CC=CC=2)=O)=CC=1.C1C=CC(/C=C/C(/C=C/C2C=CC=CC=2)=O)=CC=1.C1C=CC(/C=C/C(/C=C/C2C=CC=CC=2)=O)=CC=1.[Pd].[Pd]>[F:78][C:53]1[CH:54]=[C:55]([C:58]2[CH:59]=[N:60][C:61]3[N:62]([C:64]([CH2:67][C:68]4[CH:69]=[C:70]5[C:75](=[CH:76][CH:77]=4)[N:74]=[CH:73][CH:72]=[CH:71]5)=[CH:65][N:66]=3)[N:63]=2)[CH:56]=[CH:57][C:52]=1[C:43]#[N:44] |f:4.5.6,7.8.9.10.11|. Reported procedure: Zinc cyanide (131 mg, 1.11 mmol), tris(dibenzylideneacetone)dipalladium(0) (35 mg, 0.038 mmol) (Aldrich, Cat. #328774), (9,9-dimethyl-9H-xanthene-4,5-diyl)bis-(diphenylphosphine) (78.5 mg, 0.136 mmol) (Aldrich, Cat. #526460), and N,N,N′,N′-tetramethylethylenediamine (0.22 mL, 1.4 mmol) were added successively to a mixture of 6-[2-(4-bromo-3-fluorophenyl)imidazo[1,2-b][1,2,4]-triazin-7-yl]methylquinoline (Step 8, 480 mg, 1.10 mmol) in N,N-dimethylformamide (8.7 mL) in a microwave tube. The tube w... The reactants are CC1(C2=CC=CC(=C2OC=2C(=CC=CC12)P(C1=CC=CC=C1)C1=CC=CC=C1)P(C1=CC=CC=C1)C1=CC=CC=C1)C ((9,9-dimethyl-9H-xanthene-4,5-diyl)bis-(diphenylphosphine)), CN(CCN(C)C)C (N,N,N′,N′-tetramethylethylenediamine), BrC1=C(C=C(C=C1)C=1C=NC=2N(N1)C(=CN2)CC=2C=C1C=CC=NC1=CC2)F (6-[2-(4-Bromo-3-fluorophenyl)imidazo[1,2-b][1,2,4]triazin-7-yl]methylquinoline). Solvent: CN(C=O)C (N,N-dimethylformamide). The product is O=C1CC(SCc2ccc(Br)cc2)CN1Cc1ccc(Oc2ccccc2)cc1. Reaction SMILES: [Br:22][c:23]1[cH:24][cH:25][c:26]([CH2:27][Br:28])[cH:29][cH:30]1.[H-:31].[Na+:32].[SH:1][CH:2]1[CH2:3][C:4](=[O:21])[N:5]([CH2:7][c:8]2[cH:9][cH:10][c:11]([O:14][c:15]3[cH:16][cH:17][cH:18][cH:19][cH:20]3)[cH:12][cH:13]2)[CH2:6]1>>[S:1]([CH:2]1[CH2:3][C:4](=[O:21])[N:5]([CH2:7][c:8]2[cH:9][cH:10][c:11]([O:14][c:15]3[cH:16][cH:17][cH:18][cH:19][cH:20]3)[cH:12][cH:13]2)[CH2:6]1)[CH2:27][c:26]1[cH:25][cH:24][c:23]([Br:22])[cH:30][cH:29]1. Reactants: BrCc1ccc(Br)cc1, [H-], [Na+], O=C1CC(S)CN1Cc1ccc(Oc2ccccc2)cc1. Reactants: CCCCCCNC(=O)Nc1ccc(CCc2nc3cccnc3n2-c2ccc(CCNCC(O)COc3ccc(O[Si](c4ccccc4)(c4ccccc4)C(C)(C)C)cc3)cc2)cc1, CO, ClC(Cl)Cl. The product is CCCCCCNC(=O)Nc1ccc(CCc2nc3cccnc3n2-c2ccc(CCNCC(O)COc3ccc(O)cc3)cc2)cc1. As a reaction SMILES: [C:1]([Si:2]([c:3]1[cH:4][cH:5][cH:54][cH:55][cH:56]1)([O:6][c:7]1[cH:8][cH:9][c:10]([O:11][CH2:12][CH:13]([CH2:14][NH:15][CH2:16][CH2:17][c:18]2[cH:19][cH:20][c:21](-[n:24]3[c:25]([CH2:33][CH2:34][c:35]4[cH:36][cH:37][c:38]([NH:41][C:42](=[O:43])[NH:44][CH2:45][CH2:46][CH2:47][CH2:48][CH2:49][CH3:50])[cH:39][cH:40]4)[n:26][c:27]4[c:28]3[n:29][cH:30][cH:31][cH:32]4)[cH:22][cH:23]2)[OH:51])[cH:52][cH:53]1)[c:57]1[cH:58][cH:59][cH:60][cH:61][cH:62]1)([CH3:63])([CH3:64])[CH3:65].[CH3:66][OH:67].[CH:68]([Cl:69])([Cl:70])[Cl:71]>>[OH:6][c:7]1[cH:8][cH:9][c:10]([O:11][CH2:12][CH:13]([CH2:14][NH:15][CH2:16][CH2:17][c:18]2[cH:19][cH:20][c:21](-[n:24]3[c:25]([CH2:33][CH2:34][c:35]4[cH:36][cH:37][c:38]([NH:41][C:42](=[O:43])[NH:44][CH2:45][CH2:46][CH2:47][CH2:48][CH2:49][CH3:50])[cH:39][cH:40]4)[n:26][c:27]4[c:28]3[n:29][cH:30][cH:31][cH:32]4)[cH:22][cH:23]2)[OH:51])[cH:52][cH:53]1. Reactants: COC(=O)c1nc(Cl)c(Cl)nc1N, CC(C)O, CC1CNCCN1c1cc(-c2ccc(F)cc2)nc(N2CCOCC2C)n1. Yields the product COC(=O)c1nc(Cl)c(N2CCN(c3cc(-c4ccc(F)cc4)nc(N4CCOCC4C)n3)C(C)C2)nc1N. As a reaction SMILES: [CH3:28][O:29][C:30](=[O:31])[c:32]1[n:33][c:34]([Cl:40])[c:35]([Cl:39])[n:36][c:37]1[NH2:38].[CH:41]([OH:42])([CH3:43])[CH3:44].[F:1][c:2]1[cH:3][cH:4][c:5](-[c:8]2[n:9][c:10]([N:21]3[CH:22]([CH3:27])[CH2:23][O:24][CH2:25][CH2:26]3)[n:11][c:12]([N:14]3[CH:15]([CH3:20])[CH2:16][NH:17][CH2:18][CH2:19]3)[cH:13]2)[cH:6][cH:7]1>>[F:1][c:2]1[cH:3][cH:4][c:5](-[c:8]2[n:9][c:10]([N:21]3[CH:22]([CH3:27])[CH2:23][O:24][CH2:25][CH2:26]3)[n:11][c:12]([N:14]3[CH:15]([CH3:20])[CH2:16][N:17]([c:35]4[c:34]([Cl:40])[n:33][c:32]([C:30]([O:29][CH3:28])=[O:31])[c:37]([NH2:38])[n:36]4)[CH2:18][CH2:19]3)[cH:13]2)[cH:6][cH:7]1. Starting materials: NC=1C(=NN(C1C(=O)NC)C1=C(C=C(C=C1Cl)Cl)Cl)C (amino-N,3-dimethyl-1-(2,4,6-trichlorophenyl)-1H-pyrazole-5-carboxamide), C(=O)(Cl)Cl (phosgene), O1CCCC1 (tetrahydrofuran). Reaction conditions: time 2 hour. Yields the product CC1=NN(C2=C1NC(N(C2=O)C)=O)C2=C(C=C(C=C2Cl)Cl)Cl (3,6-Dimethyl-1-(2,4,6-trichlorophenyl)-1H-pyrazolo[4,3-d]pyrimidine-5,7(4H,6H)-dione). Reaction SMILES: [NH2:1][C:2]1[C:3]([CH3:20])=[N:4][N:5]([C:11]2[C:16]([Cl:17])=[CH:15][C:14]([Cl:18])=[CH:13]C=2Cl)[C:6]=1[C:7]([NH:9][CH3:10])=[O:8].[C:21]([Cl:24])(Cl)=O.[O:25]1CCC[CH2:26]1>>[CH3:20][C:3]1[C:2]2[NH:1][C:26](=[O:25])[N:9]([CH3:10])[C:7](=[O:8])[C:6]=2[N:5]([C:11]2[C:16]([Cl:17])=[CH:15][C:14]([Cl:18])=[CH:13][C:21]=2[Cl:24])[N:4]=1. Procedure: To a solution of 4 amino-N,3-dimethyl-1-(2,4,6-trichlorophenyl)-1H-pyrazole-5-carboxamide (20 mg, 0.0600 mmol) in tetrahydrofuran (1 ml) was added phosgene (20% solution in tetrahydrofuran, 0.048 ml) and the mixture was stirred at room temperature for 2 h. The solvent was evaporated under vacuum to give the title compound, which was used for the next step without further purification. The reactants are ClC(=O)OCC1=CC=CC=C1 (benzyl chloroformate), CCN(C(C)C)C(C)C (DIPEA), C(C)(C)(C)OC(=O)N1CCC(CC1)C=1N(C=C(N1)C1=CC(=C(C=C1)F)Cl)CCNC (4-[4-(3-chloro-4-fluoro-phenyl)-1-(2-methylamino-ethyl)-1H-imidazol-2-yl]-piperidine-1-carboxylic acid tert-butyl ester). Run in C(Cl)Cl (DCM). Run at time 15 minute. The product is C(C)(C)(C)OC(=O)N1CCC(CC1)C=1N(C=C(N1)C1=CC(=C(C=C1)F)Cl)CCN(C)C(=O)OCC1=CC=CC=C1 (4-[1-[2-(Benzyloxycarbonyl-methyl-amino)-ethyl]-4-(3-chloro-4-fluoro-phenyl)-1H-imidazol-2-yl]-piperidine-1-carboxylic acid tert-butyl ester). Yield: 83.2%. As a reaction SMILES: [C:1]([O:5][C:6]([N:8]1[CH2:13][CH2:12][CH:11]([C:14]2[N:15]([CH2:27][CH2:28][NH:29][CH3:30])[CH:16]=[C:17]([C:19]3[CH:24]=[CH:23][C:22]([F:25])=[C:21]([Cl:26])[CH:20]=3)[N:18]=2)[CH2:10][CH2:9]1)=[O:7])([CH3:4])([CH3:3])[CH3:2].Cl[C:32]([O:34][CH2:35][C:36]1[CH:41]=[CH:40][CH:39]=[CH:38][CH:37]=1)=[O:33].CCN(C(C)C)C(C)C>C(Cl)Cl>[C:1]([O:5][C:6]([N:8]1[CH2:13][CH2:12][CH:11]([C:14]2[N:15]([CH2:27][CH2:28][N:29]([C:32]([O:34][CH2:35][C:36]3[CH:41]=[CH:40][CH:39]=[CH:38][CH:37]=3)=[O:33])[CH3:30])[CH:16]=[C:17]([C:19]3[CH:24]=[CH:23][C:22]([F:25])=[C:21]([Cl:26])[CH:20]=3)[N:18]=2)[CH2:10][CH2:9]1)=[O:7])([CH3:4])([CH3:3])[CH3:2]. Procedure: Dissolve 4-[4-(3-chloro-4-fluoro-phenyl)-1-(2-methylamino-ethyl)-1H-imidazol-2-yl]-piperidine-1-carboxylic acid tert-butyl ester (1.56 mmol; 680 mg) in DCM (10 mL) and add benzyl chloroformate (1.56 mmol; 0.23 mL) and DIPEA (3.11 mmol; 0.54 mL). Stir 15 min and evaporate. Purify the residue on 120 g silica gel with DCM to 20% EA/DCM to provide the title compound (741 mg; 83%). MS (ES): m/z=571 (M+H).